This data is from the Open Reaction Database (ORD), a public repository of structured organic reaction records. The task is: describe an organic reaction: reactants, conditions, products, and yield Run in ClCCl (dichloromethane). RXN SMILES: [F:1][C:2]1[CH:7]=[CH:6][C:5]([CH:8]=[CH:9][CH2:10][CH2:11][CH2:12][CH2:13][CH2:14][CH2:15][CH2:16][C:17]([OH:19])=O)=[CH:4][CH:3]=1.C(Cl)(=O)C([Cl:23])=O>CN(C)C=O.ClCCl>[F:1][C:2]1[CH:7]=[CH:6][C:5]([CH:8]=[CH:9][CH2:10][CH2:11][CH2:12][CH2:13][CH2:14][CH2:15][CH2:16][C:17]([Cl:23])=[O:19])=[CH:4][CH:3]=1. Reagents/catalysts: CN(C=O)C (N,N-dimethylformamide). Starting materials: FC1=CC=C(C=C1)C=CCCCCCCCC(=O)O (10-(4-fluoro-phenyl)-dec-9-enoic acid), C(C(=O)Cl)(=O)Cl (oxalyl chloride). Procedure: A solution of 10-(4-fluoro-phenyl)-dec-9-enoic acid (230 mg, 0.87 mmol), oxalyl chloride (0.11 mL, 1.3 mmol), and N,N-dimethylformamide (one drop) in dichloromethane (3 mL) was stirred at room temperature for 2 hours, then volatile material was removed by distillation to afford 10-(4-fluoro-phenyl)-dec-9-enoyl chloride. This was redissolved in dichloromethane, then N,N-diisopropylethylamine (140 mg, 1.04 mmol) was added dropwise, followed by (R)-3-amino-4-dimethylamino-butyric acid benzyl ester ... Yields the product FC1=CC=C(C=C1)C=CCCCCCCCC(=O)Cl (10-(4-fluoro-phenyl)-dec-9-enoyl chloride).